From a dataset of the Open Reaction Database (ORD), a public repository of structured organic reaction records. describe an organic reaction: reactants, conditions, products, and yield Starting materials: ClC1=C(C(=O)OC(C)C)C=C(C(=C1)F)N1C(NC=C(C1=O)C#N)=O (isopropyl 2-chloro-4-fluoro-5-[5-cyano-3,6-dihydro-2,6-dioxo-1(2H)-pyrimidinyl]-benzoate), S(=O)(=O)(OC)OC (dimethyl sulphate). Run in CN(C=O)C (dimethylformamide). Yields the product ClC1=C(C(=O)OC(C)C)C=C(C(=C1)F)N1C(N(C=C(C1=O)C#N)C)=O (isopropyl 2-chloro-4-fluoro-5-[5-cyano-3,6-dihydro-3-methyl-2,6-dioxo-1(2H)-pyrimidinyl]-benzoate). Reaction SMILES: [Cl:1][C:2]1[CH:13]=[C:12]([F:14])[C:11]([N:15]2[C:20](=[O:21])[C:19]([C:22]#[N:23])=[CH:18][NH:17][C:16]2=[O:24])=[CH:10][C:3]=1[C:4]([O:6][CH:7]([CH3:9])[CH3:8])=[O:5].S(OC)(O[CH3:29])(=O)=O>CN(C)C=O>[Cl:1][C:2]1[CH:13]=[C:12]([F:14])[C:11]([N:15]2[C:20](=[O:21])[C:19]([C:22]#[N:23])=[CH:18][N:17]([CH3:29])[C:16]2=[O:24])=[CH:10][C:3]=1[C:4]([O:6][CH:7]([CH3:9])[CH3:8])=[O:5]. Procedure details: using isopropyl 2-chloro-4-fluoro-5-[5-cyano-3,6-dihydro-2,6-dioxo-1(2H)-pyrimidinyl]-benzoate and dimethyl sulphate in dimethylformamide there is obtained isopropyl 2-chloro-4-fluoro-5-[5-cyano-3,6-dihydro-3-methyl-2,6-dioxo-1(2H)-pyrimidinyl]-benzoate, 1H--NMR (CDCl3, 400 MHz) 8.00 ppm (s, 1H), 7.83 ppm (d, 1H), 7.38 ppm (d, 1H), 5.25 ppm (m, 1H), 3.55 ppm (s, 3H), 1.37 ppm (2xd, 6H), Starting materials: COC(=O)CCCSCCN1C(=O)CCCC1C=CC(O)Cc1ccccc1, CC#N, O=P([O-])([O-])[O-]. Product: O=C(O)CCCSCCN1C(=O)CCCC1C=CC(O)Cc1ccccc1. Reaction SMILES: [CH3:1][O:2][C:3]([CH2:4][CH2:5][CH2:6][S:7][CH2:8][CH2:9][N:10]1[CH:11]([CH:17]=[CH:18][CH:19]([CH2:20][c:21]2[cH:22][cH:23][cH:24][cH:25][cH:26]2)[OH:27])[CH2:12][CH2:13][CH2:14][C:15]1=[O:16])=[O:28].[CH3:29][C:30]#[N:31].[O-:32][P:33](=[O:34])([O-:35])[O-:36]>>[O:2]=[C:3]([CH2:4][CH2:5][CH2:6][S:7][CH2:8][CH2:9][N:10]1[CH:11]([CH:17]=[CH:18][CH:19]([CH2:20][c:21]2[cH:22][cH:23][cH:24][cH:25][cH:26]2)[OH:27])[CH2:12][CH2:13][CH2:14][C:15]1=[O:16])[OH:28]. Starting materials: OC=1C=C(C=O)C=CC1O (3,4-dihydroxybenzaldehyde), C([O-])([O-])=O.[K+].[K+] (potassium carbonate), C(C1=CC=CC=C1)Br (benzyl bromide). Reagents/catalysts: [I-].[K+] (potassium iodide). Run in CC(=O)C (acetone). Yields the product C(C1=CC=CC=C1)OC1=C(C=C(C=O)C=C1)O (4-benzyloxy-3-hydroxybenzaldehyde). Isolated yield 39.4%. As a reaction SMILES: [OH:1][C:2]1[CH:3]=[C:4]([CH:7]=[CH:8][C:9]=1[OH:10])[CH:5]=[O:6].C(=O)([O-])[O-].[K+].[K+].[CH2:17](Br)[C:18]1[CH:23]=[CH:22][CH:21]=[CH:20][CH:19]=1>[I-].[K+].CC(C)=O>[CH2:17]([O:10][C:9]1[CH:8]=[CH:7][C:4]([CH:5]=[O:6])=[CH:3][C:2]=1[OH:1])[C:18]1[CH:23]=[CH:22][CH:21]=[CH:20][CH:19]=1 |f:1.2.3,5.6|. Procedure details: A mixture of 5.52 g (40 mmol) of 3,4-dihydroxybenzaldehyde, 6.09 g (44 mmol) of potassium carbonate, 70 mg of potassium iodide, 110 ml of acetone and 6.84 g (40 mmol) of benzyl bromide was refluxed for 15 hours. Thereafter, the mixture was cooled, the reaction suspension was filtered and the filtrate was evaporated down. Chromatography of the residue over silica gel using 9:1 toluene/ethyl acetate gave 3.6 g of 4-benzyloxy-3-hydroxybenzaldehyde.